From a dataset of the Open Reaction Database (ORD), a public repository of structured organic reaction records. describe an organic reaction: reactants, conditions, products, and yield The reactants are [Na].ClC1=C(OC2=CC=C(C=C2)[O-])C=CC(=C1)Cl (sodium 4-(2',4'-dichloro-phenoxy)-phenolate), C(C)OC(C(C(=O)OCC)C(C(C)Cl)=O)=O (diethyl-2-chloro-propionyl-malonate). The solvent is CS(=O)C (dimethyl sulfoxide). Conditions: temperature 60 celsius, time 48 hour. Yields the product C(C)OC(C(C(=O)OCC)C(C(C)OC1=CC=C(C=C1)OC1=C(C=C(C=C1)Cl)Cl)=O)=O (diethyl-2-[4'-(2",4"-dichloro-phenoxy)-phenoxy]-propionyl-malonate). Yield: 63.9%. Reaction SMILES: [Na].[Cl:2][C:3]1[CH:16]=[C:15]([Cl:17])[CH:14]=[CH:13][C:4]=1[O:5][C:6]1[CH:11]=[CH:10][C:9]([O-:12])=[CH:8][CH:7]=1.[CH2:18]([O:20][C:21](=[O:33])[CH:22]([C:28](=[O:32])[CH:29](Cl)[CH3:30])[C:23]([O:25][CH2:26][CH3:27])=[O:24])[CH3:19]>CS(C)=O>[CH2:26]([O:25][C:23](=[O:24])[CH:22]([C:28](=[O:32])[CH:29]([O:12][C:9]1[CH:8]=[CH:7][C:6]([O:5][C:4]2[CH:13]=[CH:14][C:15]([Cl:17])=[CH:16][C:3]=2[Cl:2])=[CH:11][CH:10]=1)[CH3:30])[C:21]([O:20][CH2:18][CH3:19])=[O:33])[CH3:27] |f:0.1,^1:0|. Procedure details: 27.7 g of sodium-4-(2',4'-dichloro-phenoxy)-phenolate and 25.1 g of diethyl-2-chloro-propionyl-malonate are dissolved in 150 ml of dimethyl sulfoxide and the reaction mixture is stirred at 60° C. for 48 hours under stirring. The reaction mixture is filtered and the filtrate is evaporated. The residue is dissolved in 100 ml of benzene and washed successively with 100 ml of a saturated aqueous sodium hydrogen carbonate solution and water. The benzene solution is evaporated. Thus 30 g of the desire...